describe an organic reaction: reactants, conditions, products, and yield From a dataset of the Open Reaction Database (ORD), a public repository of structured organic reaction records. The reactants are S1C(=CC=C1)C=O (thiophene-2-aldehyde), NC1=NNC=C1 (3-aminopyrazole), FC(C(CC(=O)OCC)=O)(F)F (ethyl trifluoroacetoacetate). The product is S1C(=CC=C1)C1C=2C(NC(=C1C(=O)OCC)C(F)(F)F)=NNC2 (Ethyl 4,7-dihydro-4-(thiophen-2-yl)-6-trifluoromethyl-2H-pyrazolo[3,4-b]pyridine-5-carboxylate). As a reaction SMILES: [S:1]1[CH:5]=[CH:4][CH:3]=[C:2]1[CH:6]=O.[NH2:8][C:9]1[CH:13]=[CH:12][NH:11][N:10]=1.[F:14][C:15]([F:25])([F:24])[C:16](=O)[CH2:17][C:18]([O:20][CH2:21][CH3:22])=[O:19]>>[S:1]1[CH:5]=[CH:4][CH:3]=[C:2]1[CH:6]1[C:17]([C:18]([O:20][CH2:21][CH3:22])=[O:19])=[C:16]([C:15]([F:14])([F:24])[F:25])[NH:8][C:9]2=[N:10][NH:11][CH:12]=[C:13]12. Reported procedure: The title compound was prepared from thiophene-2-aldehyde, 3-aminopyrazole and ethyl trifluoroacetoacetate in the same manner as in Example 1.